This data is from the Open Reaction Database (ORD), a public repository of structured organic reaction records. The task is: describe an organic reaction: reactants, conditions, products, and yield Reactants: C(#N)C1=CC=C(C=C1)CCC(CC1=CC=C(C(=O)OC)C=C1)\C=C\C1=C(C=CC=C1)O (methyl 4-[(3E)-2-[2-(4-cyanophenyl)ethyl]-4-(2-hydroxyphenyl)but-3-en-1-yl]benzoate), BrCCCCC1=CC=CC=C1 ((4-bromobutyl)benzene), C([O-])([O-])=O.[K+].[K+] (potassium carbonate). Run in C(C)#N (acetonitrile). The product is C(#N)C1=CC=C(C=C1)CCC(CC1=CC=C(C(=O)OC)C=C1)\C=C\C1=C(C=CC=C1)OCCCCC1=CC=CC=C1 (Methyl 4-{(3E)-2-[2-(4-cyanophenyl)ethyl]-4-[2-(4-phenylbutoxy)phenyl]but-3-en-1-yl}benzoate). As a reaction SMILES: [C:1]([C:3]1[CH:8]=[CH:7][C:6]([CH2:9][CH2:10][CH:11](/[CH:23]=[CH:24]/[C:25]2[CH:30]=[CH:29][CH:28]=[CH:27][C:26]=2[OH:31])[CH2:12][C:13]2[CH:22]=[CH:21][C:16]([C:17]([O:19][CH3:20])=[O:18])=[CH:15][CH:14]=2)=[CH:5][CH:4]=1)#[N:2].Br[CH2:33][CH2:34][CH2:35][CH2:36][C:37]1[CH:42]=[CH:41][CH:40]=[CH:39][CH:38]=1.C(=O)([O-])[O-].[K+].[K+]>C(#N)C>[C:1]([C:3]1[CH:8]=[CH:7][C:6]([CH2:9][CH2:10][CH:11](/[CH:23]=[CH:24]/[C:25]2[CH:30]=[CH:29][CH:28]=[CH:27][C:26]=2[O:31][CH2:33][CH2:34][CH2:35][CH2:36][C:37]2[CH:42]=[CH:41][CH:40]=[CH:39][CH:38]=2)[CH2:12][C:13]2[CH:14]=[CH:15][C:16]([C:17]([O:19][CH3:20])=[O:18])=[CH:21][CH:22]=2)=[CH:5][CH:4]=1)#[N:2] |f:2.3.4|. Reported procedure: A solution of 200 mg (0.486 mmol) of methyl 4-[(3E)-2-[2-(4-cyanophenyl)ethyl]-4-(2-hydroxyphenyl)but-3-en-1-yl]benzoate in 5 ml of acetonitrile is mixed with 155 mg (0.73 mmol) of (4-bromobutyl)benzene and 100.76 mg (0.73 mmol) of potassium carbonate and then stirred under reflux for 12 h. After cooling, the potassium carbonate is filtered off and the filtrate is evaporated. 308 mg (0.41 mmol, 85% of theory, content 73%) of the title compound are obtained. Starting materials: O=C([O-])[O-], CCOC(=O)Cc1ccc(NC)cc1, CC(C)=O, Clc1ccc(C(Cl)(Cl)Cl)c(CBr)c1, [K+], [K+]. Yields the product CCOC(=O)Cc1ccc(N(C)Cc2cc(Cl)ccc2C(Cl)(Cl)Cl)cc1. Reaction SMILES: [C:28](=[O:29])([O-:30])[O-:31].[CH3:1][NH:2][c:3]1[cH:4][cH:5][c:6]([CH2:9][C:10](=[O:11])[O:12][CH2:13][CH3:14])[cH:7][cH:8]1.[CH3:34][C:35](=[O:36])[CH3:37].[Cl:15][C:16]([c:17]1[c:18]([CH2:19][Br:20])[cH:21][c:22]([Cl:25])[cH:23][cH:24]1)([Cl:26])[Cl:27].[K+:32].[K+:33]>>[CH3:1][N:2]([c:3]1[cH:4][cH:5][c:6]([CH2:9][C:10](=[O:11])[O:12][CH2:13][CH3:14])[cH:7][cH:8]1)[CH2:19][c:18]1[c:17]([C:16]([Cl:15])([Cl:26])[Cl:27])[cH:24][cH:23][c:22]([Cl:25])[cH:21]1. The reactants are N#C[Na], O=C(c1ccc(CBr)cc1)c1cccs1. Product: N#CCc1ccc(C(=O)c2cccs2)cc1. As a reaction SMILES: [Na:1][C:2]#[N:3].[s:4]1[c:5]([C:9](=[O:10])[c:11]2[cH:12][cH:13][c:14]([CH2:17][Br:18])[cH:15][cH:16]2)[cH:6][cH:7][cH:8]1>>[C:2](#[N:3])[CH2:17][c:14]1[cH:13][cH:12][c:11]([C:9]([c:5]2[s:4][cH:8][cH:7][cH:6]2)=[O:10])[cH:16][cH:15]1. The reactants are COCC=1N(C(C=2C(=C(C=3C(N(C(=NC3C2OC)COC)C)=O)OC)N1)=O)C (2,7-Bis (methoxymethyl)-5,10-dimethoxy-3,8 dimethylpyrimido[4,5-g]quinazoline-4,9(3H,8H)-dione), CO (methanol), [K+].[Br-] (KBr). Solvent: C1=CC=CC=C1 (benzene). Product: OCC=1N(C(C=2C(=C(C=3C(N(C(=NC3C2O)CO)C)=O)O)N1)=O)C (2,7-Bis(hydroxymethyl)-5,10-dihydroxy-3,8-dimethylpyrimido[4,5-g]quinazoline-4,9(3H,8H)-dione). Reaction SMILES: C[O:2][CH2:3][C:4]1[N:5]([CH3:28])[C:6](=[O:27])[C:7]2[C:8]([N:26]=1)=[C:9]([O:24]C)[C:10]1[C:11](=[O:23])[N:12]([CH3:22])[C:13]([CH2:19][O:20]C)=[N:14][C:15]=1[C:16]=2[O:17]C.CO.[K+].[Br-]>C1C=CC=CC=1>[OH:2][CH2:3][C:4]1[N:5]([CH3:28])[C:6](=[O:27])[C:7]2[C:8]([N:26]=1)=[C:9]([OH:24])[C:10]1[C:11](=[O:23])[N:12]([CH3:22])[C:13]([CH2:19][OH:20])=[N:14][C:15]=1[C:16]=2[OH:17] |f:2.3|. Procedure details: To 172 mg 10.441 mmol) of 15, suspended in 50 mL of dry benzene, was added an excess of 99% BBr, (up to 10 fold excess). The resulting mixture was refluxed for 7 hours. After cooling the reaction mixture to room temperature, methanol was added to quench the reaction. The solvent was evaporated off in vacuo and the product purified by rinsing successively with water and methanol and then dried: 106.5 mg (72%) yield; dec pt >245° C. IR (KBr pellet) 3384, 1645, 1618, 1443, 1430, 1379, 1325, 1209, 1... Reactants: C(C1=CC=CC=C1)(=O)OC1(CC1)COC1=C(C=C2C(=CC=NC2=C1)OC1=C(C=C(C=C1)NC(=O)C1(CC1)C(N)=O)F)OC (1-((4-(4-(1-(carbamoyl)cyclopropanecarboxamido)-2-fluorophenoxy)-6-methoxyquinolin-7-yloxy)methyl)cyclopropyl benzoate), [OH-].[Na+] (NaOH), solution. The solvent is CO (CH3OH). Run at time 8 hour. The product is FC=1C=C(C=CC1OC1=CC=NC2=CC(=C(C=C12)OC)OCC1(CC1)O)N(C(=O)C1(CC1)C(=O)N)C1=CC=C(C=C1)F (N-(3-fluoro-4-(7-((1-hydroxycyclopropyl)methoxy)-6-methoxyquinolin-4-yloxy)phenyl)-N-(4-fluorophenyl)cyclopropane-1,1-dicarboxamide). The yield is 153.4%. RXN SMILES: C([O:9][C:10]1([CH2:13][O:14][C:15]2[CH:24]=[C:23]3[C:18]([C:19]([O:25][C:26]4[CH:31]=[CH:30][C:29]([NH:32][C:33]([C:35]5([C:38](=[O:40])[NH2:39])[CH2:37][CH2:36]5)=[O:34])=[CH:28][C:27]=4[F:41])=[CH:20][CH:21]=[N:22]3)=[CH:17][C:16]=2[O:42][CH3:43])[CH2:12][CH2:11]1)(=O)C1C=CC=CC=1.[OH-].[Na+]>CO>[F:41][C:27]1[CH:28]=[C:29]([N:32]([C:30]2[CH:29]=[CH:28][C:27]([F:41])=[CH:26][CH:31]=2)[C:33]([C:35]2([C:38]([NH2:39])=[O:40])[CH2:36][CH2:37]2)=[O:34])[CH:30]=[CH:31][C:26]=1[O:25][C:19]1[C:18]2[C:23](=[CH:24][C:15]([O:14][CH2:13][C:10]3([OH:9])[CH2:12][CH2:11]3)=[C:16]([O:42][CH3:43])[CH:17]=2)[N:22]=[CH:21][CH:20]=1 |f:1.2|. Reported procedure: To a solution of 1-((4-(4-(1-(carbamoyl)cyclopropanecarboxamido)-2-fluorophenoxy)-6-methoxyquinolin-7-yloxy)methyl)cyclopropyl benzoate (800 mg, 1.178 mmol) in CH3OH (10 mL) was added aqueous NaOH (94 mg, 2.356 mmol) solution (5 mL). The reaction was stirred at rt overnight. The suspension was concentrated, and the residual was purified by a silica gel column chromatography (EtOAc to 100:1 (v/v) EtOAc/CH3OH) to give the title product as a white solid (520 mg, 77%). The reactants are CCCCC(CC)CO, O=C(O)c1ccccc1. Product: CCCCC(CC)COC(=O)c1ccccc1. Reaction SMILES: [CH2:1]([CH3:2])[CH:3]([CH2:4][OH:5])[CH2:6][CH2:7][CH2:8][CH3:9].[OH:10][C:11](=[O:12])[c:13]1[cH:14][cH:15][cH:16][cH:17][cH:18]1>>[CH2:1]([CH3:2])[CH:3]([CH2:4][O:5][C:11](=[O:10])[c:13]1[cH:14][cH:15][cH:16][cH:17][cH:18]1)[CH2:6][CH2:7][CH2:8][CH3:9]. The product is ClC=1C=C(C=C(C1)[N+](=O)[O-])I (5-chloro-3-iodonitrobenzene). The reactants are ClC1=CC(=C(N)C=C1[N+](=O)[O-])I (4-chloro-2-iodo-5-nitroaniline), S(O)(O)(=O)=O (sulphuric acid), ice water, N(=O)[O-].[Na+] (sodium nitrite). Reaction SMILES: [Cl:1][C:2]1[C:8]([N+]([O-])=O)=[CH:7][C:5](N)=[C:4]([I:12])[CH:3]=1.S(=O)(=O)(O)O.[N:18]([O-:20])=[O:19].[Na+]>C(O)C>[Cl:1][C:2]1[CH:3]=[C:4]([I:12])[CH:5]=[C:7]([N+:18]([O-:20])=[O:19])[CH:8]=1 |f:2.3|. Yield: 42.1%. Reported procedure: To a solution of 4-chloro-2-iodo-5-nitroaniline (8.5 g) in ethanol (38 ml) was added concentrated sulphuric acid (4.4 ml) dropwise, then the solution was heated to reflux and solid sodium nitrite (4.9 g) added in small amounts over 30 minutes. The mixture was refluxed a further one hour and poured into ice water, the product extracted into ethyl acetate, washed with water and brine and the organic layer was dried over sodium sulfate. The solution was evaporated and the residue purified by column... Solvent: C(C)O (ethanol). The reactants are C1=C(C=CC2=CC=CC=C12)C1SCC(C(NC1)=O)N1C(C=2C(C1=O)=CC=CC2)=O (2-(2-naphthyl)-5-oxo-6-phthalimidoperhydro-1,4-thiazepine), BrCC(=O)OC(C)(C)C (t-butyl bromoacetate). The product is C1=C(C=CC2=CC=CC=C12)C1SCC(C(N(C1)CC(=O)OC(C)(C)C)=O)N1C(C=2C(C1=O)=CC=CC2)=O (t-Butyl α-[2-(2-naphthyl)-5-oxo-6-phthalimidoperhydro-1,4-thiazepin-4-yl]acetate). Reaction SMILES: [CH:1]1[C:10]2[C:5](=[CH:6][CH:7]=[CH:8][CH:9]=2)[CH:4]=[CH:3][C:2]=1[CH:11]1[CH2:17][NH:16][C:15](=[O:18])[CH:14]([N:19]2[C:23](=[O:24])[C:22]3=[CH:25][CH:26]=[CH:27][CH:28]=[C:21]3[C:20]2=[O:29])[CH2:13][S:12]1.Br[CH2:31][C:32]([O:34][C:35]([CH3:38])([CH3:37])[CH3:36])=[O:33]>>[CH:1]1[C:10]2[C:5](=[CH:6][CH:7]=[CH:8][CH:9]=2)[CH:4]=[CH:3][C:2]=1[CH:11]1[CH2:17][N:16]([CH2:31][C:32]([O:34][C:35]([CH3:38])([CH3:37])[CH3:36])=[O:33])[C:15](=[O:18])[CH:14]([N:19]2[C:20](=[O:29])[C:21]3=[CH:28][CH:27]=[CH:26][CH:25]=[C:22]3[C:23]2=[O:24])[CH2:13][S:12]1. Procedure details: 4.15 g of 2-(2-naphthyl)-5-oxo-6-phthalimidoperhydro-1,4-thiazepine [prepared as described in step (e) above] were treated with t-butyl bromoacetate in same manner as described in Example 36(f), to give 3.35 g of the title compound as a crystalline solid, melting at 208°-209.5° C.